From a dataset of the Open Reaction Database (ORD), a public repository of structured organic reaction records. describe an organic reaction: reactants, conditions, products, and yield Starting materials: OC1=C2C=CN(C2=CC=C1)C (4-hydroxy-1-methylindole), C(#N)C=1C=C(C=O)C=CC1 (3-cyanobenzaldehyde), C(CC#N)#N (malononitrile). The product is NC=1OC2=C3C(=CC=C2C(C1C#N)C1=CC(=CC=C1)C#N)N(C=C3)C (2-Amino-3-cyano-4-(3-cyanophenyl)-7-methyl-4H-pyrrolo[2,3-h]chromene), white solids. Yield: 98.0%. Reaction SMILES: [OH:1][C:2]1[CH:10]=[CH:9][CH:8]=[C:7]2[C:3]=1[CH:4]=[CH:5][N:6]2[CH3:11].[C:12]([C:14]1[CH:15]=[C:16]([CH:19]=[CH:20][CH:21]=1)[CH:17]=O)#[N:13].[C:22](#[N:26])[CH2:23][C:24]#[N:25]>>[NH2:26][C:22]1[O:1][C:2]2[C:10]([CH:17]([C:16]3[CH:19]=[CH:20][CH:21]=[C:14]([C:12]#[N:13])[CH:15]=3)[C:23]=1[C:24]#[N:25])=[CH:9][CH:8]=[C:7]1[N:6]([CH3:11])[CH:5]=[CH:4][C:3]=21. Procedure: The title compound was prepared from 4-hydroxy-1-methylindole (40 mg, 0.27 mmol), 3-cyanobenzaldehyde (36 mg, 0.27 mmol) and malononitrile (18 mg, 0.27 mmol) similar to Example 24 to yield 87 mg (98%) of white solids. 1H NMR (CDCl3): 7.53-7.39 (m, 4H), 7.08-7.03 (m, 2H), 6.68 (d, J=8.4 Hz, 1H), 6.58 (d, J=3.3 Hz, 1H), 4.90 (s, 1H), 4.74 (brs, 2H), 3.79 (s, 3H). Reactants: CC(C)(C)[O-], Cc1ccccc1, CCOC(C)=O, Cc1cccc(C(=O)Nc2cccc(C(C)Nc3cncc(Cl)n3)c2)c1, NCc1ccccc1, [Na+]. The product is Cc1cccc(C(=O)Nc2cccc(C(C)Nc3cncc(NCc4ccccc4)n3)c2)c1. Reaction SMILES: [CH3:35][C:36]([CH3:37])([O-:38])[CH3:39].[CH3:41][c:42]1[cH:43][cH:44][cH:45][cH:46][cH:47]1.[CH3:48][CH2:49][O:50][C:51](=[O:52])[CH3:53].[Cl:1][c:2]1[cH:3][n:4][cH:5][c:6]([NH:8][CH:9]([CH3:10])[c:11]2[cH:12][c:13]([NH:17][C:18]([c:19]3[cH:20][c:21]([CH3:25])[cH:22][cH:23][cH:24]3)=[O:26])[cH:14][cH:15][cH:16]2)[n:7]1.[NH2:27][CH2:28][c:29]1[cH:30][cH:31][cH:32][cH:33][cH:34]1.[Na+:40]>>[c:2]1([NH:27][CH2:28][c:29]2[cH:30][cH:31][cH:32][cH:33][cH:34]2)[cH:3][n:4][cH:5][c:6]([NH:8][CH:9]([CH3:10])[c:11]2[cH:12][c:13]([NH:17][C:18]([c:19]3[cH:20][c:21]([CH3:25])[cH:22][cH:23][cH:24]3)=[O:26])[cH:14][cH:15][cH:16]2)[n:7]1. Reaction SMILES: [OH:1][CH2:2][CH2:3][CH:4]=[O:5].[CH2:6]([OH:10])[CH2:7][CH2:8][OH:9]>>[OH:5][CH2:4][CH2:3][CH:2]=[O:1].[CH2:6]([OH:10])[CH2:7][CH2:8][OH:9].[OH:5][CH2:4][CH2:3][CH:2]1[O:9][CH2:8][CH2:7][CH2:6][O:1]1. Product: OCCC=O (3-hydroxypropanal), C(CCO)O (1,3-propanediol), acetals, OCCC1OCCCO1 (2-(2′-hydroxyethyl)-1,3-dioxane). The reactants are OCCC=O (3-hydroxypropanal), C(CCO)O (1,3-propanediol). Reported procedure: When hydrogenating 3-hydroxypropanal to 1,3-propanediol on a large industrial scale, it is vital, with regard to the economic viability of the hydrogenation process and the quality of the product, for conversion and selectivity to be as close as possible to 100%. The 1,3-propanediol may be separated from the water as well as remaining 3-hydroxypropanal and secondary products contained in the product stream by distillation after the hydrogenation. However, this distillative separation is rendered... Reactants: Cl.ClCCCCN1CC(OC(C1)C)C (4-(4-chlorobutyl)-2,6-dimethylmorpholine hydrochloride), [H-].[Na+] (sodium hydride), ClC1=CC=C(CC#N)C=C1 (4-chlorobenzyl cyanide). Run in CN(C)C=O (DMF). Yields the product ClC1=CC=C(C=C1)C(C#N)CCCCN1CC(OC(C1)C)C (2-(4-Chlorophenyl)-6-(2,6-dimethyl-4-morpholinyl)capronitrile). Reaction SMILES: Cl.Cl[CH2:3][CH2:4][CH2:5][CH2:6][N:7]1[CH2:12][CH:11]([CH3:13])[O:10][CH:9]([CH3:14])[CH2:8]1.[H-].[Na+].[Cl:17][C:18]1[CH:26]=[CH:25][C:21]([CH2:22][C:23]#[N:24])=[CH:20][CH:19]=1>CN(C=O)C>[Cl:17][C:18]1[CH:26]=[CH:25][C:21]([CH:22]([CH2:3][CH2:4][CH2:5][CH2:6][N:7]2[CH2:12][CH:11]([CH3:13])[O:10][CH:9]([CH3:14])[CH2:8]2)[C:23]#[N:24])=[CH:20][CH:19]=1 |f:0.1,2.3|. Procedure details: This intermediate (400 mg.) was prepared using the procedure described in Example 2a except using 1.0 g. (4.13 mmoles) of 4-(4-chlorobutyl)-2,6-dimethylmorpholine hydrochloride, 1.81 g. (0.021 mole) of sodium hydride, and 3.18 g. (0.021 mole) of 4-chlorobenzyl cyanide in 40 ml. of DMF. Starting materials: C(CCC)NCCN (N-butylethylenediamine), N#CBr (cyanogen bromide), intermediate 6. Product: Br.C(CCC)N1C(=NCC1)N (1-Butyl-4,5-dihydro-1H-imidazol-2-amine hydrobromide). Yield: 57.6%. As a reaction SMILES: [CH2:1]([NH:5][CH2:6][CH2:7][NH2:8])[CH2:2][CH2:3][CH3:4].[N:9]#[C:10][Br:11]>>[BrH:11].[CH2:1]([N:5]1[CH2:6][CH2:7][N:8]=[C:10]1[NH2:9])[CH2:2][CH2:3][CH3:4] |f:2.3|. Procedure: Reaction of N-butylethylenediamine (10.7 g, 0.092 mol) with cyanogen bromide (9.76 g, 0.092 mol) as described in the preparation of intermediate 6 gave 11.77 g (57% yield) of the title compound as white crystals (ether-hexane). 1HNMR 400 MHz (CDCl3) δ (ppm): 0.96 (3H, t, J=7.2 Hz, CH3), 1.41 (2H, m, CH2), 1.60 (2H, m, CH2), 3.52 (2H, t, J=7.3 Hz, CH2), 3.64-3.74 (4H, m, 2×CH2), 7.58 and 7.7 (broad s, NH). MS (ESI+) m/e 142 [M+H+]. RXN SMILES: [CH2:31]([CH:32]1[CH2:33][O:34][C:35](=[O:36])[N:37]1[C:38](=[O:39])[CH:45]([CH:46]([CH3:47])[CH3:48])[CH2:49][S:50](=[O:51])(=[O:52])[N:53]1[CH2:54][CH2:55][N:56]([c:59]2[n:60][cH:61][c:62](-[c:65]3[cH:66][cH:67][c:68]([Cl:71])[cH:69][cH:70]3)[cH:63][cH:64]2)[CH2:57][CH2:58]1)[c:40]1[cH:41][cH:42][cH:43][cH:44][cH:72]1.[F:1][c:2]1[cH:3][cH:4][c:5](-[c:6]2[cH:7][n:8][c:9]([N:10]3[CH2:11][CH2:12][N:13]([S:14]([CH2:15][CH:16]([CH:17]([CH3:18])[CH3:19])[C:25](=[O:26])[OH:27])(=[O:20])=[O:21])[CH2:22][CH2:23]3)[n:24][cH:28]2)[cH:29][cH:30]1>>[C:25](=[O:26])([OH:27])[CH:45]([CH:46]([CH3:47])[CH3:48])[CH2:49][S:50](=[O:51])(=[O:52])[N:53]1[CH2:54][CH2:55][N:56]([c:59]2[n:60][cH:61][c:62](-[c:65]3[cH:66][cH:67][c:68]([Cl:71])[cH:69][cH:70]3)[cH:63][cH:64]2)[CH2:57][CH2:58]1. Yields the product CC(C)C(CS(=O)(=O)N1CCN(c2ccc(-c3ccc(Cl)cc3)cn2)CC1)C(=O)O. The reactants are CC(C)C(CS(=O)(=O)N1CCN(c2ccc(-c3ccc(Cl)cc3)cn2)CC1)C(=O)N1C(=O)OCC1Cc1ccccc1, CC(C)C(CS(=O)(=O)N1CCN(c2ncc(-c3ccc(F)cc3)cn2)CC1)C(=O)O.